This data is from the Open Reaction Database (ORD), a public repository of structured organic reaction records. The task is: describe an organic reaction: reactants, conditions, products, and yield Starting materials: CCCCOCCOc1ccc(-c2ccc3c(c2)C=C(C(=O)Nc2ccc(SCc4nccn4CCC)cc2)CCCN3CCC)cc1, O=C(OO)c1cccc(Cl)c1, ClCCl. Product: CCCCOCCOc1ccc(-c2ccc3c(c2)C=C(C(=O)Nc2ccc(S(=O)Cc4nccn4CCC)cc2)CCCN3CCC)cc1. As a reaction SMILES: [CH2:1]([CH2:2][CH2:3][CH3:4])[O:5][CH2:6][CH2:7][O:8][c:9]1[cH:10][cH:11][c:12](-[c:15]2[cH:16][cH:17][c:18]3[c:19]([cH:48]2)[CH:20]=[C:21]([C:29](=[O:30])[NH:31][c:32]2[cH:33][cH:34][c:35]([S:38][CH2:39][c:40]4[n:41]([CH2:45][CH2:46][CH3:47])[cH:42][cH:43][n:44]4)[cH:36][cH:37]2)[CH2:22][CH2:23][CH2:24][N:25]3[CH2:26][CH2:27][CH3:28])[cH:13][cH:14]1.[Cl:49][c:50]1[cH:51][cH:52][cH:53][c:54]([C:55]([O:56][OH:58])=[O:57])[cH:59]1.[Cl:60][CH2:61][Cl:62]>>[CH2:1]([CH2:2][CH2:3][CH3:4])[O:5][CH2:6][CH2:7][O:8][c:9]1[cH:10][cH:11][c:12](-[c:15]2[cH:16][cH:17][c:18]3[c:19]([cH:48]2)[CH:20]=[C:21]([C:29](=[O:30])[NH:31][c:32]2[cH:33][cH:34][c:35]([S:38]([CH2:39][c:40]4[n:41]([CH2:45][CH2:46][CH3:47])[cH:42][cH:43][n:44]4)=[O:57])[cH:36][cH:37]2)[CH2:22][CH2:23][CH2:24][N:25]3[CH2:26][CH2:27][CH3:28])[cH:13][cH:14]1.